From a dataset of the Open Reaction Database (ORD), a public repository of structured organic reaction records. describe an organic reaction: reactants, conditions, products, and yield Reactants: COC1=CC(=C(C=C1)N)C (4-methoxy-2-methylphenylamine), CN(CC)C (dimethylethylamine), C(C)(=O)OC(C)=O (acetic anhydride). The solvent is O1CCCC1 (tetrahydrofuran). Conditions: temperature 0 celsius. The product is COC1=CC(=C(C=C1)NC(C)=O)C (N-(4-Methoxy-2-methylphenyl)acetamide). Yield: 74.4%. As a reaction SMILES: [CH3:1][O:2][C:3]1[CH:8]=[CH:7][C:6]([NH2:9])=[C:5]([CH3:10])[CH:4]=1.CN(C)CC.[C:16](OC(=O)C)(=[O:18])[CH3:17]>O1CCCC1>[CH3:1][O:2][C:3]1[CH:8]=[CH:7][C:6]([NH:9][C:16](=[O:18])[CH3:17])=[C:5]([CH3:10])[CH:4]=1. Procedure: 41.1 g (0.3 mol) of 4-methoxy-2-methylphenylamine and 37 g (0.5 mol) of dimethylethylamine were dissolved in 50 ml of tetrahydrofuran, and 35.7 g (0.35 mol) of acetic anhydride were added while stirring. The solution heated to boiling during this. It was stirred at room temperature for 1 hour and cooled to 0° C. The resulting precipitate was filtered off with suction and washed several times with a little cold tetrahydrofuran and dried. 40 g (75%) of colorless crystals of the desired product wer... Starting materials: CC(C)(C)OC(=O)N1CCC2=C(CC1)C=CC(=C2)B(O)O ((3-{[(1,1-dimethylethyl)oxy]carbonyl}-2,3,4,5-tetrahydro-1H-3-benzazepin-7-yl)boronic acid), COC(C1=CC(=C(C=C1)OC)O)=O (methyl-3-hydroxy-4-methoxybenzoate). The product is COC1=C(C=C(C=C1)C(=O)OC)OC1=CC2=C(CCN(CC2)C(=O)OC(C)(C)C)C=C1 (1,1-Dimethylethyl 7-({2-(methyloxy)-5-[(methyloxy)carbonyl]phenyl}oxy)-1,2,4,5-tetrahydro-3H-3-benzazepine-3-carboxylate). RXN SMILES: [CH3:1][C:2]([O:5][C:6]([N:8]1[CH2:14][CH2:13][C:12]2[CH:15]=[CH:16][C:17](B(O)O)=[CH:18][C:11]=2[CH2:10][CH2:9]1)=[O:7])([CH3:4])[CH3:3].[CH3:22][O:23][C:24](=[O:34])[C:25]1[CH:30]=[CH:29][C:28]([O:31][CH3:32])=[C:27]([OH:33])[CH:26]=1>>[CH3:32][O:31][C:28]1[CH:29]=[CH:30][C:25]([C:24]([O:23][CH3:22])=[O:34])=[CH:26][C:27]=1[O:33][C:17]1[CH:16]=[CH:15][C:12]2[CH2:13][CH2:14][N:8]([C:6]([O:5][C:2]([CH3:4])([CH3:3])[CH3:1])=[O:7])[CH2:9][CH2:10][C:11]=2[CH:18]=1. Reported procedure: The title compound was prepared from (3-{[(1,1-dimethylethyl)oxy]carbonyl}-2,3,4,5-tetrahydro-1H-3-benzazepin-7-yl)boronic acid (E264, Step 2) and methyl-3-hydroxy-4-methoxybenzoate using the method of Example 264 Step 3; MS (ES+) m/e 328 [(M+H)—CO2tBu]+. The reactants are ClC1=C(N)C=CC(=C1)F (2-chloro-4-fluoroaniline), BrC1=CC=CC=C1 (bromobenzene), C(C)(C)(C)P(C(C)(C)C)C(C)(C)C (tri-tert-butylphosphine), CC(C)([O-])C.[Na+] (sodium tert-butoxide). The reagents and catalysts are C(C)(=O)[O-].[Pd+2].C(C)(=O)[O-] (palladium (II)acetate). Solvent: CC=1C=CC=CC1C (o-xylene). The product is ClC1=C(NC2=CC=CC=C2)C=CC(=C1)F (2-chloro-4-fluoro-N-phenylaniline). Yield: 44.0%. As a reaction SMILES: [Cl:1][C:2]1[CH:8]=[C:7]([F:9])[CH:6]=[CH:5][C:3]=1[NH2:4].Br[C:11]1[CH:16]=[CH:15][CH:14]=[CH:13][CH:12]=1.C(P(C(C)(C)C)C(C)(C)C)(C)(C)C.CC(C)([O-])C.[Na+]>C([O-])(=O)C.[Pd+2].C([O-])(=O)C.CC1C=CC=CC=1C>[Cl:1][C:2]1[CH:8]=[C:7]([F:9])[CH:6]=[CH:5][C:3]=1[NH:4][C:11]1[CH:16]=[CH:15][CH:14]=[CH:13][CH:12]=1 |f:3.4,5.6.7|. Reported procedure: A mixture of 35 g (240 mmole) 2-chloro-4-fluoroaniline, 37.7 g (240 mmole) of bromobenzene, 0.6 g (12 mmole) of palladium (II)acetate, 4.8 g (24 mmole) of tri-tert-butylphosphine, 46 g (480 mmole) of sodium tert-butoxide and o-xylene 800 ml were refluxed under nitrogen for about overnight. Then, the solution was filtered at 100° C. To receive the filtrate, And the o-xylene was removed under reduced pressure from the filtrate. The filtrate was extracted with 500 ml dichloromethane and 2000 ml wat... The reactants are CCCCCCc1cc2c(cc1SCCCC(=O)OCC)C(=O)CC2, CO, Cl, [K+], [OH-], O. Yields the product CCCCCCc1cc2c(cc1SCCCC(=O)O)C(=O)CC2. As a reaction SMILES: [CH2:1]([CH3:2])[O:3][C:4]([CH2:5][CH2:6][CH2:7][S:8][c:9]1[cH:10][c:11]2[c:15]([cH:16][c:17]1[CH2:18][CH2:19][CH2:20][CH2:21][CH2:22][CH3:23])[CH2:14][CH2:13][C:12]2=[O:24])=[O:25].[CH3:28][OH:29].[ClH:30].[K+:27].[OH-:26].[OH2:31]>>[O:3]=[C:4]([CH2:5][CH2:6][CH2:7][S:8][c:9]1[cH:10][c:11]2[c:15]([cH:16][c:17]1[CH2:18][CH2:19][CH2:20][CH2:21][CH2:22][CH3:23])[CH2:14][CH2:13][C:12]2=[O:24])[OH:25]. Reported procedure: The title compound was prepared from rac-[1-(3,4-dichloro-phenyl)-2-(4-iodo-phenyl)-2-oxo-ethyl]-carbamic acid tert-butyl ester and 3-aminocarbonylphenyl-boronic acid in analogy to Example 2b): MS (ISN): 497.2 and 499.2 (M−H)−. The product is C(C)(C)(C)OC(NC(C(=O)C1=CC=C(C=C1)C1=CC(=CC=C1)C(N)=O)C1=CC(=C(C=C1)Cl)Cl)=O (rac-[2-(3′-Carbamoyl-biphenyl-4-yl)-1-(3,4-dichloro-phenyl)-2-oxo-ethyl]-carbamic acid tert-butyl ester). As a reaction SMILES: [C:1]([O:5][C:6](=[O:26])[NH:7][CH:8]([C:18]1[CH:23]=[CH:22][C:21]([Cl:24])=[C:20]([Cl:25])[CH:19]=1)[C:9]([C:11]1[CH:16]=[CH:15][C:14](I)=[CH:13][CH:12]=1)=[O:10])([CH3:4])([CH3:3])[CH3:2].[NH2:27][C:28]([C:30]1[CH:31]=[C:32](B(O)O)[CH:33]=[CH:34][CH:35]=1)=[O:29]>>[C:1]([O:5][C:6](=[O:26])[NH:7][CH:8]([C:18]1[CH:23]=[CH:22][C:21]([Cl:24])=[C:20]([Cl:25])[CH:19]=1)[C:9]([C:11]1[CH:16]=[CH:15][C:14]([C:34]2[CH:33]=[CH:32][CH:31]=[C:30]([C:28](=[O:29])[NH2:27])[CH:35]=2)=[CH:13][CH:12]=1)=[O:10])([CH3:4])([CH3:3])[CH3:2]. The reactants are C(C)(C)(C)OC(NC(C(=O)C1=CC=C(C=C1)I)C1=CC(=C(C=C1)Cl)Cl)=O (rac-[1-(3,4-dichloro-phenyl)-2-(4-iodo-phenyl)-2-oxo-ethyl]-carbamic acid tert-butyl ester), NC(=O)C=1C=C(C=CC1)B(O)O (3-aminocarbonylphenyl-boronic acid). Starting materials: COC(CC(Cl)C(C1=CC=CC=C1)=O)=O (methyl-3-benzoyl-3-chloropropionate), NNC(=S)N (thiosemicarbazide), C(CCC)O (1-butanol), C(C(=O)O)(=O)O (oxalic acid). Product: C(C(=O)O)(=O)O.C(CCC)OC(CC=1C(=NNC1C1=CC=CC=C1)N)=O (3-Amino-5-phenyl-1H-pyrazole-4-acetic acid butyl ester ethanedioate). Reaction SMILES: [CH3:1][O:2][C:3](=[O:15])[CH2:4][CH:5]([C:7](=O)[C:8]1[CH:13]=[CH:12][CH:11]=[CH:10][CH:9]=1)Cl.[NH2:16][NH:17][C:18]([NH2:20])=S.[C:21]([OH:26])(=[O:25])[C:22]([OH:24])=[O:23].[CH2:27](O)[CH2:28][CH2:29]C>>[C:21]([OH:26])(=[O:25])[C:22]([OH:24])=[O:23].[CH2:1]([O:2][C:3](=[O:15])[CH2:4][C:5]1[C:18]([NH2:20])=[N:17][NH:16][C:7]=1[C:8]1[CH:13]=[CH:12][CH:11]=[CH:10][CH:9]=1)[CH2:27][CH2:28][CH3:29] |f:4.5|. Procedure details: A mixture of 10.0 g (0.044 mole) of methyl-3-benzoyl-3-chloropropionate and 4.0 g (0.044 mole) of thiosemicarbazide in 50 ml of 1-butanol was refluxed under a nitrogen atmosphere for 32 hours. After cooling to room temperature, the precipitated sulfur was removed by filtration. The filtrate was evaporated under reduced pressure and the residue partitioned between methylene chloride and aqueous 7% sodium bicarbonate. The layers were separated and the organic layer was extracted with water, dried ...